This data is from the Open Reaction Database (ORD), a public repository of structured organic reaction records. The task is: describe an organic reaction: reactants, conditions, products, and yield The reactants are [BH4-].[Na+] (NaBH4), C(C)O (ethanol), C1CCOC1 (THF), BrC=1C=C(C=O)C=C(C1)OC (3-bromo-5-methoxybenzaldehyde), ice water. Run in C(C)(=O)OCC (ethyl acetate). Reaction conditions: time 3 hour. Yields the product BrC=1C=C(C=C(C1)OC)CO ((3-bromo-5-methoxyphenyl)methanol). Isolated yield 99.3%. Reaction SMILES: [BH4-].[Na+].C(O)C.C1COCC1.[Br:11][C:12]1[CH:13]=[C:14]([CH:17]=[C:18]([O:20][CH3:21])[CH:19]=1)[CH:15]=[O:16]>C(OCC)(=O)C>[Br:11][C:12]1[CH:13]=[C:14]([CH2:15][OH:16])[CH:17]=[C:18]([O:20][CH3:21])[CH:19]=1 |f:0.1|. Procedure details: NaBH4 (3.85 g; WAKO) was added to an ethanol (80 mL) and THF (20 mL) mixture solution of 3-bromo-5-methoxybenzaldehyde (22 g) with ice cooling and the resulting mixture was stirred at room temperature for 3 hours. The resulting mixture was poured into ice water (300 mL) and ethyl acetate (300 mL) was added thereto to extract the mixture with and the organic layer was washed with saturated aqueous sodium bicarbonate solution (300 mL) and then dried. The solvent was evaporated under reduced pressu... Procedure: The title compound was prepared by following the procedure as described for Example-31 by using methyl 4-(3-(2-chloro-6-fluorophenyl)-5-oxo-4,5-dihydro-1H-1,2,4-triazol-1-yl)-2-methoxybenzoate (step-2 of Intermediate-15, 0.100 g, 0.26 mmol), 1H-benzo[d]imidazol-2-amine (0.046 g, 0.34 mmol), trimethyl aluminium (2M solution in toluene) (0.5 mL) and dry toluene (5.0 mL) to afford 0.040 g of desired product. 1H NMR (DMSO-d6): δ 4.01 (s, 3H), 7.11 (m, 2H), 7.48-7.76 (m, 6H), 7.81 (s, 1H), 7.96 (d, J... Solvent: C1(=CC=CC=C1)C (toluene). The product is N1C(=NC2=C1C=CC=C2)NC(C2=C(C=C(C=C2)N2N=C(NC2=O)C2=C(C=CC=C2F)Cl)OC)=O (N-(1H-Benzo[d]imidazol-2-yl)-4-(3-(2-chloro-6-fluorophenyl)-5-oxo-4,5-dihydro-1H-1,2,4-triazol-1-yl)-2-methoxybenzamide). Starting materials: ClC1=C(C(=CC=C1)F)C1=NN(C(N1)=O)C1=CC(=C(C(=O)OC)C=C1)OC (methyl 4-(3-(2-chloro-6-fluorophenyl)-5-oxo-4,5-dihydro-1H-1,2,4-triazol-1-yl)-2-methoxybenzoate), N1C(=NC2=C1C=CC=C2)N (1H-benzo[d]imidazol-2-amine), C[Al](C)C (trimethyl aluminium). The yield is 32.1%. Reaction SMILES: [Cl:1][C:2]1[CH:7]=[CH:6][CH:5]=[C:4]([F:8])[C:3]=1[C:9]1[NH:13][C:12](=[O:14])[N:11]([C:15]2[CH:24]=[CH:23][C:18]([C:19](OC)=[O:20])=[C:17]([O:25][CH3:26])[CH:16]=2)[N:10]=1.[NH:27]1[C:31]2[CH:32]=[CH:33][CH:34]=[CH:35][C:30]=2[N:29]=[C:28]1[NH2:36].C[Al](C)C>C1(C)C=CC=CC=1>[NH:27]1[C:31]2[CH:32]=[CH:33][CH:34]=[CH:35][C:30]=2[N:29]=[C:28]1[NH:36][C:19](=[O:20])[C:18]1[CH:23]=[CH:24][C:15]([N:11]2[C:12](=[O:14])[NH:13][C:9]([C:3]3[C:4]([F:8])=[CH:5][CH:6]=[CH:7][C:2]=3[Cl:1])=[N:10]2)=[CH:16][C:17]=1[O:25][CH3:26]. Starting materials: ClC(=O)CC12C3=CC=CC=C3C(C=3C=CC=CC13)CC2 (9-(chlorocarbonylmethyl)-9,10-dihydro-9,10-ethano-anthracene), C=1(C(=CC=CC1)C)C (xylene), [H][H] (hydrogen), N1=CC=CC2=CC=CC=C12.[S] (quinoline sulphur). The reagents and catalysts are [C].[Pd] (palladium carbon). The product is C1(=CC=CC=2C3C4=CC=CC=C4C(C12)CC3)CC=O (9,10-dihydro-9,10-ethano-anthryl-acetaldehyde). RXN SMILES: Cl[C:2](CC12CCC(C3C=CC=CC=31)C1C2=CC=CC=1)=[O:3].N1[C:30]2[C:25](=[CH:26][CH:27]=[CH:28][CH:29]=2)[CH:24]=[CH:23][CH:22]=1.[S].[H][H].[C:34]1([CH3:41])[C:35]([CH3:40])=[CH:36][CH:37]=[CH:38][CH:39]=1>[C].[Pd]>[C:34]1([CH2:41][CH:2]=[O:3])[C:35]2[CH:40]3[CH2:22][CH2:23][CH:24]([C:25]4[C:30]3=[CH:29][CH:28]=[CH:27][CH:26]=4)[C:36]=2[CH:37]=[CH:38][CH:39]=1 |f:1.2,5.6,^3:30|. Procedure details: To a solution of 46 g of 9-(chlorocarbonylmethyl)-9,10-dihydro-9,10-ethano-anthracene in 200 ml of xylene are added 10 g of 10% palladium carbon which is contaminated with quinoline-sulphur. Then at 120° C hydrogen is passed in and after 7 hours the catalyst is filtered off and the reaction mixture evaporated in vacuo. The residue is dissolved in methylene chloride and the methylene chloride solution is extracted with sodium carbonate solution. The organic phase is isolated, dried and evaporated... The reactants are C(C)(C)(C)OC(=O)N1[C@@H](CC(C1)=NOC)C(=O)O ((2S,4EZ)-1-(tert-butoxycarbonyl)-4-(methoxyimino)-2-pyrrolidinecarboxylic acid), N1=CC(=CC=C1)C1=CC=C(C(=O)O)C=C1 (4-(3-pyridinyl)benzoic acid), N[C@H]([C@@H](O)C1=CC=CC=C1)CO ((1S,2S)-2-amino-1-phenyl-1,3-propanediol). The product is O[C@H]([C@H](CO)NC(=O)[C@H]1N(CC(C1)=NOC)C(C1=CC=C(C=C1)C=1C=NC=CC1)=O)C1=CC=CC=C1 ((2S,4EZ)-N-[(1S,2S)-2-hydroxy-1-(hydroxymethyl)-2-phenylethyl]-4-(methoxyimino)-1-[4-(3-pyridinyl)benzoyl]-2-pyrrolidinecarboxamide). RXN SMILES: C(O[C:6]([N:8]1[CH2:12][C:11](=[N:13][O:14][CH3:15])[CH2:10][C@H:9]1[C:16]([OH:18])=O)=[O:7])(C)(C)C.[N:19]1[CH:24]=[CH:23][CH:22]=[C:21]([C:25]2[CH:33]=[CH:32][C:28](C(O)=O)=[CH:27][CH:26]=2)[CH:20]=1.[NH2:34][C@@H:35]([CH2:44][OH:45])[C@H:36]([C:38]1[CH:43]=[CH:42][CH:41]=[CH:40][CH:39]=1)[OH:37]>>[OH:37][C@@H:36]([C:38]1[CH:43]=[CH:42][CH:41]=[CH:40][CH:39]=1)[C@@H:35]([NH:34][C:16]([C@@H:9]1[CH2:10][C:11](=[N:13][O:14][CH3:15])[CH2:12][N:8]1[C:6](=[O:7])[C:28]1[CH:27]=[CH:26][C:25]([C:21]2[CH:20]=[N:19][CH:24]=[CH:23][CH:22]=2)=[CH:33][CH:32]=1)=[O:18])[CH2:44][OH:45]. Procedure details: Following the general method as outlined in Example 22, starting from (2S,4EZ)-1-(tert-butoxycarbonyl)-4-(methoxyimino)-2-pyrrolidinecarboxylic acid, 4-(3-pyridinyl)benzoic acid, and (1S,2S)-2-amino-1-phenyl-1,3-propanediol, the title compound was obtained in 93% purity by HPLC. MS(ESI+): m/z=489. Starting materials: CCOC(=O)C(N)C=C(CCO)CP(=O)(O)O, O. The product is NC(C=C(CCO)CP(=O)(O)O)C(=O)O. RXN SMILES: [CH2:1]([CH3:2])[O:3][C:4]([CH:5]([CH:6]=[C:7]([CH2:8][CH2:9][OH:10])[CH2:11][P:12](=[O:13])([OH:14])[OH:15])[NH2:16])=[O:17].[OH2:18]>>[O:3]=[C:4]([CH:5]([CH:6]=[C:7]([CH2:8][CH2:9][OH:10])[CH2:11][P:12](=[O:13])([OH:14])[OH:15])[NH2:16])[OH:17].